Dataset: the Open Reaction Database (ORD), a public repository of structured organic reaction records. Task: describe an organic reaction: reactants, conditions, products, and yield Starting materials: C1=CC=CC=2SCC3=C(C(C21)O)C=CC=C3 (6,11-dihydro-dibenzo[b,e]thiepin-11-ol), S(=O)(Cl)Cl (thionyl chloride). Run in C1=CC=CC=C1 (benzene). The product is ClC1C2=C(SCC3=C1C=CC=C3)C=CC=C2 (11-chloro-6,11-dihydro-dibenzo[b,e]thiepin). Reaction SMILES: [CH:1]1[C:11]2[CH:10](O)[C:9]3[CH:13]=[CH:14][CH:15]=[CH:16][C:8]=3[CH2:7][S:6][C:5]=2[CH:4]=[CH:3][CH:2]=1.S(Cl)([Cl:19])=O>C1C=CC=CC=1>[Cl:19][CH:10]1[C:9]2[CH:13]=[CH:14][CH:15]=[CH:16][C:8]=2[CH2:7][S:6][C:5]2[CH:4]=[CH:3][CH:2]=[CH:1][C:11]1=2. Procedure: 19.5 G. of 6,11-dihydro-dibenzo[b,e]thiepin-11-ol, 25 ml. of thionyl chloride and 180 ml. of absolute benzene are heated under reflux conditions for 2 hours. The mixture is evaporated, treated several times with absolute benzene and then evaporated. The crude 11-chloro-6,11-dihydro-dibenzo[b,e]thiepin obtained as the residue is used without further purification. Reactants: BrC(=C(C(=O)OC)NC(=O)C=1C(=NC=CC1)Cl)C1=CC=C(C=C1)NC(C1=C(C=NC=C1Cl)Cl)=O (Methyl 3-bromo-2-{[(2-chloro-3-pyridinyl)carbonyl]amino}-3-{4-[(3,5-dichloroisonicotinoyl)amino]phenyl}-2-propenoate), C1(=CC=CC=C1)B(O)O (phenyl boronic acid), C([O-])([O-])=O.[Na+].[Na+] (sodium carbonate), C(Cl)Cl (CH2Cl2). Reagents/catalysts: C=1C=CC(=CC1)[P](C=2C=CC=CC2)(C=3C=CC=CC3)[Pd]([P](C=4C=CC=CC4)(C=5C=CC=CC5)C=6C=CC=CC6)([P](C=7C=CC=CC7)(C=8C=CC=CC8)C=9C=CC=CC9)[P](C=1C=CC=CC1)(C=1C=CC=CC1)C=1C=CC=CC1 (Tetrakis(triphenylphosphine)palladium). The solvent is COCCOC (DME). Product: ClC1=NC=CC=C1C(=O)NC(C(=O)OC)=C(C1=CC=CC=C1)C1=CC=C(C=C1)NC(C1=C(C=NC=C1Cl)Cl)=O (Methyl 2-{[(2-chloro-3-pyridinyl)carbonyl]amino}-3-{4-[(3,5-dichloroisonicotinoyl)amino]phenyl}-3-phenylacrylate). As a reaction SMILES: Br[C:2]([C:18]1[CH:23]=[CH:22][C:21]([NH:24][C:25](=[O:34])[C:26]2[C:31]([Cl:32])=[CH:30][N:29]=[CH:28][C:27]=2[Cl:33])=[CH:20][CH:19]=1)=[C:3]([NH:8][C:9]([C:11]1[C:12]([Cl:17])=[N:13][CH:14]=[CH:15][CH:16]=1)=[O:10])[C:4]([O:6][CH3:7])=[O:5].[C:35]1(B(O)O)[CH:40]=[CH:39][CH:38]=[CH:37][CH:36]=1.C(=O)([O-])[O-].[Na+].[Na+].C(Cl)Cl>COCCOC.C1C=CC([P]([Pd]([P](C2C=CC=CC=2)(C2C=CC=CC=2)C2C=CC=CC=2)([P](C2C=CC=CC=2)(C2C=CC=CC=2)C2C=CC=CC=2)[P](C2C=CC=CC=2)(C2C=CC=CC=2)C2C=CC=CC=2)(C2C=CC=CC=2)C2C=CC=CC=2)=CC=1>[Cl:17][C:12]1[C:11]([C:9]([NH:8][C:3](=[C:2]([C:18]2[CH:23]=[CH:22][C:21]([NH:24][C:25](=[O:34])[C:26]3[C:31]([Cl:32])=[CH:30][N:29]=[CH:28][C:27]=3[Cl:33])=[CH:20][CH:19]=2)[C:35]2[CH:40]=[CH:39][CH:38]=[CH:37][CH:36]=2)[C:4]([O:6][CH3:7])=[O:5])=[O:10])=[CH:16][CH:15]=[CH:14][N:13]=1 |f:2.3.4,^1:62,64,83,102|. Reported procedure: Tetrakis(triphenylphosphine)palladium (O) (10 mol %, 58 mg) was added to a mixture of the compound of Example 13, Isomer A (288 mg, 0.493 mmol) and phenyl boronic acid (90 mg, 0.74 mmol) in DME (10 ml) and sodium carbonate (2M, 0.986 mmol, 0.493 ml). The mixture was heated at 80° overnight, dlute with CH2Cl2 (200 ml), washed with diluted HCl and sodium hydrogen carbonate solution, dried (Na2SO4) and evaporated in vacuo. Chromatography (SiO2; CH2Cl2/MeOH, 93:7) gave the title compound as a white ... The reactants are O=C1OC(=O)C2=C1CCCC2, CC(=O)O, Nc1cc(O)c(Cl)cc1F. Yields the product O=C1C2=C(CCCC2)C(=O)N1c1cc(O)c(Cl)cc1F. Reaction SMILES: [C:11]1(=[O:21])[C:12]2=[C:13]([C:14](=[O:15])[O:16]1)[CH2:17][CH2:18][CH2:19][CH2:20]2.[CH3:22][C:23](=[O:24])[OH:25].[Cl:1][c:2]1[c:3]([OH:10])[cH:4][c:5]([NH2:9])[c:6]([F:8])[cH:7]1>>[Cl:1][c:2]1[c:3]([OH:10])[cH:4][c:5]([N:9]2[C:11](=[O:16])[C:12]3=[C:13]([C:14]2=[O:15])[CH2:17][CH2:18][CH2:19][CH2:20]3)[c:6]([F:8])[cH:7]1. Reactants: O (water), BrC1=CC=C(C=C1)O (4-bromophenol), [OH-].[Na+] (NaOH), ClC1=C(C#N)C=C(C=C1)[N+](=O)[O-] (2-chloro-5-nitrobenzonitrile), crude product. The solvent is CS(=O)C (DMSO), C(Cl)Cl (CH2Cl2). Conditions: temperature 60 celsius. Product: BrC1=CC=C(OC2=C(C#N)C=C(C=C2)[N+](=O)[O-])C=C1 (2-(4-Bromophenoxy)-5-nitrobenzonitrile). Isolated yield 85.2%. As a reaction SMILES: [Br:1][C:2]1[CH:7]=[CH:6][C:5]([OH:8])=[CH:4][CH:3]=1.[OH-].[Na+].Cl[C:12]1[CH:19]=[CH:18][C:17]([N+:20]([O-:22])=[O:21])=[CH:16][C:13]=1[C:14]#[N:15].O>CS(C)=O.C(Cl)Cl>[Br:1][C:2]1[CH:7]=[CH:6][C:5]([O:8][C:12]2[CH:19]=[CH:18][C:17]([N+:20]([O-:22])=[O:21])=[CH:16][C:13]=2[C:14]#[N:15])=[CH:4][CH:3]=1 |f:1.2|. Reported procedure: To a solution of 5.31 g (0.0307 moles) of 4-bromophenol dissolved in 150 ml of DMSO was added 1.23 g (0.0307 moles) of NaOH. The slurry was heated at 60° C. for 15 minutes and 5.04 g (0.0276 moles) of 2-chloro-5-nitrobenzonitrile was added. The mixture was heated at 75° C. for 4 hrs. The reaction mixture was cooled and poured into water. The product was collected by filtration, washed well with water and dried, which gave 8.1 g of crude product. The crude product was dissolved in CH2Cl2 and wash... The reactants are OC1=C2C=C(C(NC2=C(C=C1)C)=O)C (5-hydroxy-3,8-dimethylcarbostyril), crystals, BrCC=C(C)C (4-bromo-2-methyl-2-butene). Yields the product CC(=CCOC1=C2C=C(C(NC2=C(C=C1)C)=O)C)C (5-(3-Methyl-2-butenyl)oxy-3,8-dimethylcarbostyril). The yield is 73.9%. RXN SMILES: [OH:1][C:2]1[CH:11]=[CH:10][C:9]([CH3:12])=[C:8]2[C:3]=1[CH:4]=[C:5]([CH3:14])[C:6](=[O:13])[NH:7]2.Br[CH2:16][CH:17]=[C:18]([CH3:20])[CH3:19]>>[CH3:19][C:18]([CH3:20])=[CH:17][CH2:16][O:1][C:2]1[CH:11]=[CH:10][C:9]([CH3:12])=[C:8]2[C:3]=1[CH:4]=[C:5]([CH3:14])[C:6](=[O:13])[NH:7]2. Procedure details: Reaction, post-treatment, and recrystallization (chloroform-n-hexane) were performed in a manner similar to that described in Reference Example 31 using 5-hydroxy-3,8-dimethylcarbostyril (1.4 g, 7.41 mmol) and 4-bromo-2-methyl-2-butene (1.21 g, 8.15 mmol). As a result, 1.41 g of the title compound was obtained as colorless crystals (74.1%). The reactants are BrC=1C=C(C(=O)NC=2SC3=C(N2)C(=CC=C3C3CCOCC3)OC)C=CN1 (2-bromo-N-[4-methoxy-7-(tetrahydro-pyran-4-yl)-benzothiazol-2-yl]-isonicotinamide), [H-].[Na+] (sodium hydride), C(C)O (ethanol). Solvent: O1CCOCC1 (dioxane), CN(C)C=O (DMF). Yields the product C(C)OC=1C=C(C(=O)NC=2SC3=C(N2)C(=CC=C3C3CCOCC3)OC)C=CN1 (2-Ethoxy-N-[4-methoxy-7-(tetrahydro-pyran-4-yl)-benzothiazol-2-yl]-isonicotinamide). RXN SMILES: Br[C:2]1[CH:3]=[C:4]([CH:25]=[CH:26][N:27]=1)[C:5]([NH:7][C:8]1[S:9][C:10]2[C:16]([CH:17]3[CH2:22][CH2:21][O:20][CH2:19][CH2:18]3)=[CH:15][CH:14]=[C:13]([O:23][CH3:24])[C:11]=2[N:12]=1)=[O:6].[H-].[Na+].[CH2:30]([OH:32])[CH3:31]>O1CCOCC1.CN(C=O)C>[CH2:30]([O:32][C:2]1[CH:3]=[C:4]([CH:25]=[CH:26][N:27]=1)[C:5]([NH:7][C:8]1[S:9][C:10]2[C:16]([CH:17]3[CH2:22][CH2:21][O:20][CH2:19][CH2:18]3)=[CH:15][CH:14]=[C:13]([O:23][CH3:24])[C:11]=2[N:12]=1)=[O:6])[CH3:31] |f:1.2|. Reported procedure: From 2-bromo-N-[4-methoxy-7-(tetrahydro-pyran-4-yl)-benzothiazol-2-yl]-isonicotinamide with sodium hydride and ethanol in dioxane and DMF. ES-MS m/e (%): 414 (M+H+, 100). Reactants: CS(=O)(=O)Cl (methanesulfonyl chloride), F[C@H](CCO)CCCC ((S)-3-fluoroheptanol), ice water. The solvent is N1=CC=CC=C1 (pyridine). Conditions: time 5 hour. Yields the product CS(=O)(=O)OCC[C@H](CCCC)F ((S)-3-Fluoroheptyl Methanesulfonate). Yield: 92.3%. As a reaction SMILES: [F:1][C@@H:2]([CH2:6][CH2:7][CH2:8][CH3:9])[CH2:3][CH2:4][OH:5].[CH3:10][S:11](Cl)(=[O:13])=[O:12]>N1C=CC=CC=1>[CH3:10][S:11]([O:5][CH2:4][CH2:3][C@@H:2]([F:1])[CH2:6][CH2:7][CH2:8][CH3:9])(=[O:13])=[O:12]. Procedure: To a 100 ml flask were added 8.7 g of (S)-3-fluoroheptanol and 21.5 g of pyridine in a nitrogen stream, and the solution was kept at 5° to 10° C. To the solution was added dropwise 7.5 g of methanesulfonyl chloride over 30 minutes, followed by stirring at 15° C. or less for 5 hours. The reaction mixture was poured into 200 ml of ice-water and extracted with ethyl acetate. The organic layer was washed successively with a diluted hydrochloric aqueous solution and water, dried over magnesium sulfat...